describe an organic reaction: reactants, conditions, products, and yield From a dataset of the Open Reaction Database (ORD), a public repository of structured organic reaction records. Starting materials: O=C([O-])[O-], Cc1cccc2nc(CCc3ccc(C(=O)c4ccc(O)cc4)cc3)n(C)c(=O)c12, CN(C)CCCl, [K+], [K+], CN(C)C=O. Product: Cc1cccc2nc(CCc3ccc(C(=O)c4ccc(OCCN(C)C)cc4)cc3)n(C)c(=O)c12, Cl. As a reaction SMILES: [C:37](=[O:38])([O-:39])[O-:40].[CH3:1][n:2]1[c:3]([CH2:14][CH2:15][c:16]2[cH:17][cH:18][c:19]([C:22]([c:23]3[cH:24][cH:25][c:26]([OH:29])[cH:27][cH:28]3)=[O:30])[cH:20][cH:21]2)[n:4][c:5]2[cH:6][cH:7][cH:8][c:9]([CH3:13])[c:10]2[c:11]1=[O:12].[CH3:31][N:32]([CH2:33][CH2:34][Cl:35])[CH3:36].[K+:41].[K+:42].[O:43]=[CH:44][N:45]([CH3:46])[CH3:47]>>[CH3:1][n:2]1[c:3]([CH2:14][CH2:15][c:16]2[cH:17][cH:18][c:19]([C:22]([c:23]3[cH:24][cH:25][c:26]([O:29][CH2:34][CH2:33][N:32]([CH3:31])[CH3:36])[cH:27][cH:28]3)=[O:30])[cH:20][cH:21]2)[n:4][c:5]2[cH:6][cH:7][cH:8][c:9]([CH3:13])[c:10]2[c:11]1=[O:12].[ClH:35]. Reactants: IC=1C(=NN(C1C)C1=CC=C(C=C1)CCN)C (2-[4-(4-Iodo-3,5-dimethyl-1H-pyrazol-1-yl)phenyl]ethanamine), CC=1C=C(C=CC1C)B(O)O (3,4-dimethylbenzeneboronic acid). The product is CC=1C=C(C=CC1C)C=1C(=NN(C1C)C1=CC=C(C=C1)CCN)C (2-{4-[4-(3,4-Dimethylphenyl)-3,5-dimethyl-1H-pyrazol-1-yl]phenyl}ethylamine). RXN SMILES: I[C:2]1[C:3]([CH3:17])=[N:4][N:5]([C:8]2[CH:13]=[CH:12][C:11]([CH2:14][CH2:15][NH2:16])=[CH:10][CH:9]=2)[C:6]=1[CH3:7].[CH3:18][C:19]1[CH:20]=[C:21](B(O)O)[CH:22]=[CH:23][C:24]=1[CH3:25]>>[CH3:18][C:19]1[CH:20]=[C:21]([C:2]2[C:3]([CH3:17])=[N:4][N:5]([C:8]3[CH:13]=[CH:12][C:11]([CH2:14][CH2:15][NH2:16])=[CH:10][CH:9]=3)[C:6]=2[CH3:7])[CH:22]=[CH:23][C:24]=1[CH3:25]. Reported procedure: The title compound was prepared according to the procedure described in step 1 of Example 12 from 2-[4-(4-iodo-3,5-dimethyl-1H-pyrazol-1-yl)phenyl]ethanamine (step 4) and 3,4-dimethylbenzeneboronic acid: MS (ESI) m/z 320 [M+H]+. The reactants are C(C)C1=C(C(=CC(=C1)C)CC)C(C(=O)N(N)C)=O (1-[2-(2,6-diethyl-4-methylphenyl)-2-oxoacetyl]-1-methylhydrazine), CC1=CC=C(C=C1)S(=O)(=O)CC(C)=O (1-(4-methylphenylsulfonyl)-2-propanone). The solvent is C1(=CC=CC=C1)C (toluene). Product: C(C)C1=C(C(=CC(=C1)C)CC)C(C(=O)N(N=C(CS(=O)(=O)C1=CC=C(C=C1)C)C)C)=O (1-[2-(2,6-diethyl-4-methylphenyl)-2-oxoacetyl]-1-methyl-2-[1-(4-methylphenylsulfonyl)-2-propylidene]hydrazine). Yield: 124.4%. As a reaction SMILES: [CH2:1]([C:3]1[CH:8]=[C:7]([CH3:9])[CH:6]=[C:5]([CH2:10][CH3:11])[C:4]=1[C:12](=[O:18])[C:13]([N:15]([CH3:17])[NH2:16])=[O:14])[CH3:2].[CH3:19][C:20]1[CH:25]=[CH:24][C:23]([S:26]([CH2:29][C:30](=O)[CH3:31])(=[O:28])=[O:27])=[CH:22][CH:21]=1>C1(C)C=CC=CC=1>[CH2:1]([C:3]1[CH:8]=[C:7]([CH3:9])[CH:6]=[C:5]([CH2:10][CH3:11])[C:4]=1[C:12](=[O:18])[C:13]([N:15]([CH3:17])[N:16]=[C:30]([CH3:31])[CH2:29][S:26]([C:23]1[CH:24]=[CH:25][C:20]([CH3:19])=[CH:21][CH:22]=1)(=[O:28])=[O:27])=[O:14])[CH3:2]. Procedure: To a 25 ml volume three-necked flask with Dean-Stark, 1-[2-(2,6-diethyl-4-methylphenyl)-2-oxoacetyl]-1-methylhydrazine ((12-2)-(11)-39) (500 mg), toluene (1.75 ml), and 1-(4-methylphenylsulfonyl)-2-propanone (7-2-4) (470 mg) were added. Water was removed by azeotropic distillation at 45-50° C. under 100 mmHg for 1.5 hours. To the mixture, toluene (1.75 ml) was added, and water was removed by azeotropic distillation at 60° C. under 120 mmHg for 6 hours. The reaction mixture was concentrated under... The reactants are BrC=1C=C(C=CC1)CC(=O)OCC (ethyl 3-bromophenylacetate), BrC=1C=C(C=CC1)CC(=O)OCC (ethyl 3-bromophenylacetate), [H-].C(C(C)C)[Al+]CC(C)C (diisobutylaluminum hydride). The product is BrC=1C=C(C=CC1)CC=O ((3-bromophenyl)acetaldehyde). RXN SMILES: [Br:1][C:2]1[CH:3]=[C:4]([CH2:8][C:9](OCC)=[O:10])[CH:5]=[CH:6][CH:7]=1.[H-].C([Al+]CC(C)C)C(C)C>>[Br:1][C:2]1[CH:3]=[C:4]([CH2:8][CH:9]=[O:10])[CH:5]=[CH:6][CH:7]=1 |f:1.2|. Reported procedure: Important starting materials for the synthesis of the preferred compounds of the invention are 6-bromo-1,2,3,4-tetrahydro-1,1-dimethylnaphthalene (Compound F), 7-bromo-3,4-dihydro-4,4-dimethylnaphthalen-1-one (Compound G), and the isomeric bromo compound, 6-bromo-3,4-dihydro-4,4-dimethylnaphthalen-1(2H)-one (Compound H). Compound G can be obtained as described in J. Med. Chem. 1995, 38, 4764-4767, and as shown in Reaction Scheme 1. Thus, referring now specifically to Reaction Scheme 1, ethyl 3-b... The reactants are CCNc1ccc2[nH]c3cnc(C(=O)OCC)cc3c2c1, C=CCBr, CCO. Yields the product C=CCN(CC)c1ccc2[nH]c3cnc(C(=O)OCC)cc3c2c1. Reaction SMILES: [CH2:1]([CH3:2])[O:3][C:4](=[O:5])[c:6]1[n:7][cH:8][c:9]2[nH:10][c:11]3[cH:12][cH:13][c:14]([NH:19][CH2:20][CH3:21])[cH:15][c:16]3[c:17]2[cH:18]1.[CH2:22]([CH:23]=[CH2:24])[Br:25].[CH3:26][CH2:27][OH:28]>>[CH2:1]([CH3:2])[O:3][C:4](=[O:5])[c:6]1[n:7][cH:8][c:9]2[nH:10][c:11]3[cH:12][cH:13][c:14]([N:19]([CH2:20][CH3:21])[CH2:24][CH:23]=[CH2:22])[cH:15][c:16]3[c:17]2[cH:18]1.